Task: describe an organic reaction: reactants, conditions, products, and yield. Dataset: the Open Reaction Database (ORD), a public repository of structured organic reaction records Starting materials: SC=1C=C(C=CC1C1CCCCC1)C(C(=O)OCC)=O (ethyl 3-mercapto-4-cyclohexylphenylglyoxylate), [OH-].[Na+] (sodium hydroxide), S(=O)(=O)(OC)OC (dimethyl sulfate). The solvent is O (water). Conditions: temperature 40 celsius, time 2 hour. Yields the product CSC=1C=C(C=CC1C1CCCCC1)C(C(=O)OCC)=O (ethyl 3-methylthio-4-cyclohexylphenylglyoxylate). RXN SMILES: [SH:1][C:2]1[CH:3]=[C:4]([C:14](=[O:20])[C:15]([O:17][CH2:18][CH3:19])=[O:16])[CH:5]=[CH:6][C:7]=1[CH:8]1[CH2:13][CH2:12][CH2:11][CH2:10][CH2:9]1.[OH-].[Na+].S(OC)(O[CH3:27])(=O)=O>O>[CH3:27][S:1][C:2]1[CH:3]=[C:4]([C:14](=[O:20])[C:15]([O:17][CH2:18][CH3:19])=[O:16])[CH:5]=[CH:6][C:7]=1[CH:8]1[CH2:13][CH2:12][CH2:11][CH2:10][CH2:9]1 |f:1.2|. Procedure details: To 3.85 g. of ethyl 3-mercapto-4-cyclohexylphenylglyoxylate in 40 ml. of water containing 0.65 g. of sodium hydroxide is added 2 ml. of dimethyl sulfate with stirring. The reaction mixture is gradually warmed to 40° C. and stirred for 2 hours. The mixture is cooled and extracted with ether which is washed with water, dried and evaporated in vacuo. The residue is distilled to obtain ethyl 3-methylthio-4-cyclohexylphenylglyoxylate.